This data is from the Open Reaction Database (ORD), a public repository of structured organic reaction records. The task is: describe an organic reaction: reactants, conditions, products, and yield The reactants are FC(C1=CC2=C(N=C(N2)S)C=C1)(F)F (5-(trifluoromethyl)-2-benzimidazolethiol), Cl.ClCC1=NC=C(C=C1C)C (2-chloromethyl-3,5-dimethylpyridine hydrochloride), [OH-].[Na+] (sodium hydroxide). Solvent: alcohol, O (water). Yields the product CC=1C(=NC=C(C1)C)CSC=1NC2=C(N1)C=CC(=C2)C(F)(F)F (2-[[(3,5-dimethyl-2 -pyridyl)methyl]thio]-5-(trifluoromethyl)benzimidazole). RXN SMILES: [F:1][C:2]([F:14])([F:13])[C:3]1[CH:12]=[CH:11][C:6]2[N:7]=[C:8]([SH:10])[NH:9][C:5]=2[CH:4]=1.Cl.Cl[CH2:17][C:18]1[C:23]([CH3:24])=[CH:22][C:21]([CH3:25])=[CH:20][N:19]=1.[OH-].[Na+]>O>[CH3:24][C:23]1[C:18]([CH2:17][S:10][C:8]2[NH:9][C:5]3[CH:4]=[C:3]([C:2]([F:13])([F:1])[F:14])[CH:12]=[CH:11][C:6]=3[N:7]=2)=[N:19][CH:20]=[C:21]([CH3:25])[CH:22]=1 |f:1.2,3.4|. Reported procedure: 6.54 g of 5-(trifluoromethyl)-2-benzimidazolethiol are suspended in 400 ml of alcohol and treated with 5.76 g of 2-chloromethyl-3,5-dimethylpyridine hydrochloride while cooling with ice. Thereafter, a solution of 2.4 g of sodium hydroxide in 100 ml of water is added dropwise thereto, the mixture is left to boil at reflux overnight and subsequently evaporated to dryness in vacuo. The residue is dissolved in 800 ml of methylene choride. The solution is washed firstly with 200 ml of 1.5N sodium hyd... Reactants: COC(=O)NC=1N=C2N(C=C(C=C2)SC2=CC=CC=C2)C1 (2-methoxycarbonylamino 6-(phenylthio) imidazo [1,2-a] pyridine), ClS(=O)(=O)O (chlorosulfonic acid). Conditions: time 24 hour. The product is COC(=O)NC=1N=C2N(C=C(C=C2)SC2=CC=C(C=C2)S(=O)(=O)Cl)C1 (2-(Methoxycarbonylamino) 6-(p-chlorosulfonylphenylthio) imidazo [1,2-a] pyridine). RXN SMILES: [CH3:1][O:2][C:3]([NH:5][C:6]1[N:7]=[C:8]2[CH:13]=[CH:12][C:11]([S:14][C:15]3[CH:20]=[CH:19][CH:18]=[CH:17][CH:16]=3)=[CH:10][N:9]2[CH:21]=1)=[O:4].[Cl:22][S:23](O)(=[O:25])=[O:24]>>[CH3:1][O:2][C:3]([NH:5][C:6]1[N:7]=[C:8]2[CH:13]=[CH:12][C:11]([S:14][C:15]3[CH:16]=[CH:17][C:18]([S:23]([Cl:22])(=[O:25])=[O:24])=[CH:19][CH:20]=3)=[CH:10][N:9]2[CH:21]=1)=[O:4]. Reported procedure: 4.5 gms. (0.015 mole) of 2-methoxycarbonylamino 6-(phenylthio) imidazo [1,2-a] pyridine is added portionwise to 45 ml. of chlorosulfonic acid at 0° to -5° C. The reaction mixture is stirred at room temperature for 24 hours. The solution is poured onto ice and the solids are collected by filtration. After repeated washes with water, the crude chlorosulfonic acid derivative is dried at room temperature in vacuo.